From a dataset of the Open Reaction Database (ORD), a public repository of structured organic reaction records. describe an organic reaction: reactants, conditions, products, and yield The reactants are [BH4-], Cc1ccccc1, NCCc1cc(F)ccc1COc1ccc(C2CCCCC2)cc1, COC(=O)c1ccc(C=O)cc1, [Na+], O. Product: COC(=O)c1ccc(CNCCc2cc(F)ccc2COc2ccc(C3CCCCC3)cc2)cc1. Reaction SMILES: [BH4-:37].[CH3:39][c:40]1[cH:41][cH:42][cH:43][cH:44][cH:45]1.[CH:1]1([c:7]2[cH:8][cH:9][c:10]([O:11][CH2:12][c:13]3[c:14]([CH2:20][CH2:21][NH2:22])[cH:15][c:16]([F:19])[cH:17][cH:18]3)[cH:23][cH:24]2)[CH2:2][CH2:3][CH2:4][CH2:5][CH2:6]1.[CH:25](=[O:26])[c:27]1[cH:28][cH:29][c:30]([C:31](=[O:32])[O:33][CH3:34])[cH:35][cH:36]1.[Na+:38].[OH2:46]>>[CH:1]1([c:7]2[cH:8][cH:9][c:10]([O:11][CH2:12][c:13]3[c:14]([CH2:20][CH2:21][NH:22][CH2:25][c:27]4[cH:28][cH:29][c:30]([C:31](=[O:32])[O:33][CH3:34])[cH:35][cH:36]4)[cH:15][c:16]([F:19])[cH:17][cH:18]3)[cH:23][cH:24]2)[CH2:2][CH2:3][CH2:4][CH2:5][CH2:6]1. Starting materials: CON(C(=O)C=1C(=NC(=NC1)SCC)N)C (4-amino-2-ethylsulfanyl-pyrimidine-5-carboxylic acid methoxy-methyl-amide), C1(=CC=C(C=C1)[Mg]Br)C (4-tolylmagnesium bromide). Run in O1CCCC1 (tetrahydrofuran). Conditions: time 2 hour. The product is NC1=NC(=NC=C1C(=O)C1=CC=C(C=C1)C)SCC ((4-amino-2-ethylsulfanyl-pyrimidin-5-yl)-p-tolyl-methanone). RXN SMILES: CON(C)[C:4]([C:6]1[C:7]([NH2:15])=[N:8][C:9]([S:12][CH2:13][CH3:14])=[N:10][CH:11]=1)=[O:5].[C:17]1([CH3:25])[CH:22]=[CH:21][C:20]([Mg]Br)=[CH:19][CH:18]=1>O1CCCC1>[NH2:15][C:7]1[C:6]([C:4]([C:20]2[CH:21]=[CH:22][C:17]([CH3:25])=[CH:18][CH:19]=2)=[O:5])=[CH:11][N:10]=[C:9]([S:12][CH2:13][CH3:14])[N:8]=1. Procedure details: To a solution of 4-amino-2-ethylsulfanyl-pyrimidine-5-carboxylic acid methoxy-methyl-amide (500 mg, 2.06 mmol, Example 1) in dry tetrahydrofuran (6 mL) at −30˜−40° C., was added 4-tolylmagnesium bromide (10.5 mL, Aldrich). The reaction was stirred at the same temperature for 2 hours before quenching with aqueous ammonium chloride. Work-up and purification as in Example 47 gave (4-amino-2-ethylsulfanyl-pyrimidin-5-yl)-p-tolyl-methanone as a white solid. MS (M+H)+, 274. Starting materials: BrC1CCN(C2=NC(=C(N=C21)C2=CC=CC=C2)C2=CC=CC=C2)C(=O)OC(C)(C)C (tert-butyl 8-bromo-2,3-diphenyl-7,8-dihydropyrido[2,3-b]pyrazine-5(6H)-carboxylate), BrC1CCN(C2=NC(=C(N=C21)C2=CC=CC=C2)C2=CC=CC=C2)C(=O)OC(C)(C)C (tert-butyl 8-bromo-2,3-diphenyl-7,8-dihydropyrido[2,3-b]pyrazine-5(6H)-carboxylate), 1-Methylmagnesium bromide, C1CCOC1 (THF), [Cl-].[NH4+] (ammonium chloride). Reagents/catalysts: [N+](=O)([O-])[O-].[Ag+] (silver nitrate). The solvent is C(C)OCC (diethyl ether). Conditions: time 3 hour. Product: C(C)C1CCNC2=NC(=C(N=C21)C2=CC=CC=C2)C2=CC=CC=C2 (rac-8-Ethyl-2,3-diphenyl-5,6,7,8-tetrahydropyrido[2,3-b]pyrazine). As a reaction SMILES: Br[CH:2]1[C:11]2[C:6](=[N:7][C:8]([C:18]3[CH:23]=[CH:22][CH:21]=[CH:20][CH:19]=3)=[C:9]([C:12]3[CH:17]=[CH:16][CH:15]=[CH:14][CH:13]=3)[N:10]=2)[N:5](C(OC(C)(C)C)=O)[CH2:4][CH2:3]1.[CH2:31]1COC[CH2:32]1.[Cl-].[NH4+]>C(OCC)C.[N+]([O-])([O-])=O.[Ag+]>[CH2:31]([CH:2]1[C:11]2[C:6](=[N:7][C:8]([C:18]3[CH:23]=[CH:22][CH:21]=[CH:20][CH:19]=3)=[C:9]([C:12]3[CH:17]=[CH:16][CH:15]=[CH:14][CH:13]=3)[N:10]=2)[NH:5][CH2:4][CH2:3]1)[CH3:32] |f:2.3,5.6|. Procedure: To a mixture comprising tert-butyl 8-bromo-2,3-diphenyl-7,8-dihydropyrido[2,3-b]pyrazine-5(6H)-carboxylate (Intermediate H) (200 mg, 0.429 mmol) and silver nitrate (0.728 mg, 4.29 μmol) in diethyl ether (4 ml) under nitrogen at RT was added 1-Methylmagnesium bromide in THF (0.557 ml, 0.557 mmol). The reaction mixture was left to stir at RT for 3 h under an atmosphere of nitrogen. The mixture was poured into a saturated ammonium chloride solution (10 ml) and extracted with EtOAc (2×10 ml). The or...